describe an organic reaction: reactants, conditions, products, and yield From a dataset of the Open Reaction Database (ORD), a public repository of structured organic reaction records. The reactants are CN1CCCC1=O (NMP), BrC=1C=CC(=NC1)[N+](=O)[O-] (5-bromo-2-nitropyridine), C[Si](C)(C)C#C (trimethylsilyl acetylene), C(C)(C)N(C(C)C)CC (N,N-diisopropylethylamine). Reagents/catalysts: C=1C=CC(=CC1)[P](C=2C=CC=CC2)(C=3C=CC=CC3)[Pd]([P](C=4C=CC=CC4)(C=5C=CC=CC5)C=6C=CC=CC6)([P](C=7C=CC=CC7)(C=8C=CC=CC8)C=9C=CC=CC9)[P](C=1C=CC=CC1)(C=1C=CC=CC1)C=1C=CC=CC1 (tetrakis(triphenylphosphine)palladium(0)), [Cu]I (copper(I) iodide). Run in O (Water). Conditions: temperature 65 celsius, time 4 hour. Product: [N+](=O)([O-])C1=NC=C(C=C1)C#C[Si](C)(C)C (2-Nitro-5-trimethylsilanylethynyl-pyridine). Reaction SMILES: CN1C(=O)CCC1.Br[C:9]1[CH:10]=[CH:11][C:12]([N+:15]([O-:17])=[O:16])=[N:13][CH:14]=1.[CH3:18][Si:19]([C:22]#[CH:23])([CH3:21])[CH3:20].C(N(CC)C(C)C)(C)C>C1C=CC([P]([Pd]([P](C2C=CC=CC=2)(C2C=CC=CC=2)C2C=CC=CC=2)([P](C2C=CC=CC=2)(C2C=CC=CC=2)C2C=CC=CC=2)[P](C2C=CC=CC=2)(C2C=CC=CC=2)C2C=CC=CC=2)(C2C=CC=CC=2)C2C=CC=CC=2)=CC=1.[Cu]I.O>[N+:15]([C:12]1[CH:11]=[CH:10][C:9]([C:23]#[C:22][Si:19]([CH3:21])([CH3:20])[CH3:18])=[CH:14][N:13]=1)([O-:17])=[O:16] |^1:36,38,57,76|. Reported procedure: To a NMP solution (20 mL) of 5-bromo-2-nitropyridine (1.00 g, 4.93 mmol) were added trimethylsilyl acetylene (1.4 mL), tetrakis(triphenylphosphine)palladium(0) (110 mg), copper(I) iodide (38 mg), and N,N-diisopropylethylamine (1.7 mL) at room temperature, which was stirred under a nitrogen atmosphere for 4 hours at 65° C. Water was added at 0° C. to the reaction solution, which was then extracted with ethyl acetate. The organic layer was washed with water and saturated brine, dried over anhydrou... Starting materials: CCCCCN(CCC12CC3CC(CC(C3)C1)C2)C(=O)NCCC(O)c1ccncc1, CCOC(C)=O, ClCCl, [Na+], [Na+], [Na+], O, O=C([O-])O, O=S([O-])[O-]. Yields the product CCCCCN(CCC12CC3CC(CC(C3)C1)C2)C(=O)NCCC(=O)c1ccncc1. RXN SMILES: [C:1]12([CH2:11][CH2:12][N:13]([C:14](=[O:15])[NH:16][CH2:17][CH2:18][CH:19]([c:20]3[cH:21][cH:22][n:23][cH:24][cH:25]3)[OH:26])[CH2:27][CH2:28][CH2:29][CH2:30][CH3:31])[CH2:2][CH:3]3[CH2:4][CH:5]([CH2:6][CH:7]([CH2:8]1)[CH2:9]3)[CH2:10]2.[CH3:32][CH2:33][O:34][C:35](=[O:36])[CH3:37].[Cl:49][CH2:50][Cl:51].[Na+:42].[Na+:43].[Na+:44].[OH2:52].[OH:45][C:46](=[O:47])[O-:48].[S:38]([O-:39])([O-:40])=[O:41]>>[C:1]12([CH2:11][CH2:12][N:13]([C:14](=[O:15])[NH:16][CH2:17][CH2:18][C:19]([c:20]3[cH:21][cH:22][n:23][cH:24][cH:25]3)=[O:26])[CH2:27][CH2:28][CH2:29][CH2:30][CH3:31])[CH2:2][CH:3]3[CH2:4][CH:5]([CH2:6][CH:7]([CH2:8]1)[CH2:9]3)[CH2:10]2.